Dataset: the Open Reaction Database (ORD), a public repository of structured organic reaction records. Task: describe an organic reaction: reactants, conditions, products, and yield Starting materials: COC1=C(CNC2=NC3=CC=CC(=C3C=C2)C=C)C=CC=C1 ((2-Methoxy-benzyl)-(5-vinyl-quinolin-2-yl)-amine), BrC=1C=NC=CC1 (3-bromopyridine). Yields the product COC1=C(CNC2=NC3=CC=CC(=C3C=C2)\C=C\C=2C=NC=CC2)C=CC=C1 ((2-Methoxy-benzyl)-[5-((E)-2-pyridin-3-yl-vinyl)-quinolin-2-yl]-amine), solid. The yield is 49.0%. As a reaction SMILES: [CH3:1][O:2][C:3]1[CH:22]=[CH:21][CH:20]=[CH:19][C:4]=1[CH2:5][NH:6][C:7]1[CH:16]=[CH:15][C:14]2[C:9](=[CH:10][CH:11]=[CH:12][C:13]=2[CH:17]=[CH2:18])[N:8]=1.Br[C:24]1[CH:25]=[N:26][CH:27]=[CH:28][CH:29]=1>>[CH3:1][O:2][C:3]1[CH:22]=[CH:21][CH:20]=[CH:19][C:4]=1[CH2:5][NH:6][C:7]1[CH:16]=[CH:15][C:14]2[C:9](=[CH:10][CH:11]=[CH:12][C:13]=2/[CH:17]=[CH:18]/[C:24]2[CH:25]=[N:26][CH:27]=[CH:28][CH:29]=2)[N:8]=1. Procedure: (2-Methoxy-benzyl)-(5-vinyl-quinolin-2-yl)-amine (150 mg, 0.517 mmol) was reacted with 3-bromopyridine (108 mg, 0.688 mmol) as described in example 2 step B. The title compound was obtained as a light brown solid (93 mg, 49%), MS: m/e=368.1 (M+H+). The reactants are [BH4-], CCO, CCOC(=O)c1cc2c(Cl)cc(Oc3ccc(C=O)cc3)cc2n1C, [Na+], O. Reaction SMILES: [BH4-:26].[CH3:28][CH2:29][OH:30].[Cl:1][c:2]1[c:3]2[cH:4][c:5]([C:21](=[O:22])[O:23][CH2:24][CH3:25])[n:6]([CH3:20])[c:7]2[cH:8][c:9]([O:11][c:12]2[cH:13][cH:14][c:15]([CH:18]=[O:19])[cH:16][cH:17]2)[cH:10]1.[Na+:27].[OH2:31]>>[Cl:1][c:2]1[c:3]2[cH:4][c:5]([C:21](=[O:22])[O:23][CH2:24][CH3:25])[n:6]([CH3:20])[c:7]2[cH:8][c:9]([O:11][c:12]2[cH:13][cH:14][c:15]([CH2:18][OH:19])[cH:16][cH:17]2)[cH:10]1. The product is CCOC(=O)c1cc2c(Cl)cc(Oc3ccc(CO)cc3)cc2n1C.